From a dataset of the Open Reaction Database (ORD), a public repository of structured organic reaction records. describe an organic reaction: reactants, conditions, products, and yield Reactants: BrC1=[N+](C=C(C(=C1)[N+](=O)[O-])F)[O-] (2-bromo-5-fluoro-4-nitropyridine 1-oxide), C1(CC1)N (cyclopropylamine). Solvent: C1CCOC1 (THF). Reaction conditions: time 1 hour. The product is BrC1=[N+](C=C(C(=C1)[N+](=O)[O-])NC1CC1)[O-] (2-bromo-5-(cyclopropylamino)-4-nitropyridine 1-oxide). As a reaction SMILES: [Br:1][C:2]1[CH:7]=[C:6]([N+:8]([O-:10])=[O:9])[C:5](F)=[CH:4][N+:3]=1[O-:12].[CH:13]1([NH2:16])[CH2:15][CH2:14]1>C1COCC1>[Br:1][C:2]1[CH:7]=[C:6]([N+:8]([O-:10])=[O:9])[C:5]([NH:16][CH:13]2[CH2:15][CH2:14]2)=[CH:4][N+:3]=1[O-:12]. Procedure details: To a solution of 2-bromo-5-fluoro-4-nitropyridine 1-oxide (3000 mg, 12.66 mmol) in THF (10 mL) was added cyclopropylamine (868 mg, 15.1 mmol). Solution was stirred at room temperature for 1 h. Mixture was partitioned between EtOAc and saturated aqueous NaHCO3. Organic layer was washed with brine and dried over MgSO4 to provide 2-bromo-5-(cyclopropylamino)-4-nitropyridine 1-oxide 2.67. Residue was used for next step without further purification. LC/MS found for C8H8BrN3O3 as (M+H)+ 275.9. Starting materials: C(C)(=O)[O-].C(C)(C)(C)C1=CC=C(C=C1)[I+]C1=CC=C(C=C1)C(C)(C)C (Bis(p-tert-butylphenyl)iodonium acetate), C1(=CC=C(C=C1)S(=O)(=O)OC)C (methyl p-toluenesulfonate). Solvent: COC(C)(C)C (t-butyl methyl ether). The product is C1(=CC=C(C=C1)S(=O)(=O)[O-])C.C(C)(C)(C)C1=CC=C(C=C1)[I+]C1=CC=C(C=C1)C(C)(C)C (bis(p-tert-butylphenyl)iodonium p-toluenesulfonate). Yield: 92.3%. As a reaction SMILES: C([O-])(=O)C.[C:5]([C:9]1[CH:14]=[CH:13][C:12]([I+:15][C:16]2[CH:21]=[CH:20][C:19]([C:22]([CH3:25])([CH3:24])[CH3:23])=[CH:18][CH:17]=2)=[CH:11][CH:10]=1)([CH3:8])([CH3:7])[CH3:6].[C:26]1([CH3:37])[CH:31]=[CH:30][C:29]([S:32]([O:35]C)(=[O:34])=[O:33])=[CH:28][CH:27]=1>COC(C)(C)C>[C:26]1([CH3:37])[CH:27]=[CH:28][C:29]([S:32]([O-:35])(=[O:33])=[O:34])=[CH:30][CH:31]=1.[C:22]([C:19]1[CH:20]=[CH:21][C:16]([I+:15][C:12]2[CH:11]=[CH:10][C:9]([C:5]([CH3:8])([CH3:7])[CH3:6])=[CH:14][CH:13]=2)=[CH:17][CH:18]=1)([CH3:25])([CH3:24])[CH3:23] |f:0.1,4.5|. Procedure: Bis(p-tert-butylphenyl)iodonium acetate (467 mg; 1.0 mmol) and methyl p-toluenesulfonate (204 mg; 1.1 mmol) were suspended in t-butyl methyl ether (5 ml). The suspension was heated at 55° C.-58° C. and refluxed for 5 hours while being stirred. The reaction mixture was cooled, and formed white solid was removed through filtration. The white solid was washed with t-butyl methyl ether, and dried under vacuum, to thereby yield 521 mg of bis(p-tert-butylphenyl)iodonium p-toluenesulfonate (yield: 91%)... Starting materials: O=C([O-])O, O=C(Cl)OCc1ccccc1, CC(C)=O, NCCCCCCO, [Na+], O. The product is O=C(NCCCCCCO)OCc1ccccc1. Reaction SMILES: [C:20](=[O:21])([O-:22])[OH:23].[CH2:1]([c:2]1[cH:3][cH:4][cH:5][cH:6][cH:7]1)[O:8][C:9](=[O:10])[Cl:11].[CH3:25][C:26](=[O:27])[CH3:28].[NH2:12][CH2:13][CH2:14][CH2:15][CH2:16][CH2:17][CH2:18][OH:19].[Na+:24].[OH2:29]>>[CH2:1]([c:2]1[cH:3][cH:4][cH:5][cH:6][cH:7]1)[O:8][C:9](=[O:10])[NH:12][CH2:13][CH2:14][CH2:15][CH2:16][CH2:17][CH2:18][OH:19].